This data is from the Open Reaction Database (ORD), a public repository of structured organic reaction records. The task is: describe an organic reaction: reactants, conditions, products, and yield The reactants are C=O (Paraformaldehyde), CNCCO (2-methylamino ethanol), OC=1C=C2C=CNC2=CC1 (5-hydroxyindole). Solvent: C(C)O (ethanol). Reaction conditions: temperature 50 celsius, time 8 hour. Product: OCCN(C)CC1=C2C=CNC2=CC=C1O (4-{[(2-Hydroxy-ethyl)-methyl-amino]-methyl}-1H-indol-5-ol). Isolated yield 100.1%. RXN SMILES: [CH2:1]=O.[CH3:3][NH:4][CH2:5][CH2:6][OH:7].[OH:8][C:9]1[CH:10]=[C:11]2[C:15](=[CH:16][CH:17]=1)[NH:14][CH:13]=[CH:12]2>C(O)C>[OH:7][CH2:6][CH2:5][N:4]([CH2:1][C:10]1[C:9]([OH:8])=[CH:17][CH:16]=[C:15]2[C:11]=1[CH:12]=[CH:13][NH:14]2)[CH3:3]. Reported procedure: Paraformaldehyde (0.060 g, 2 mmol) and 2-methylamino ethanol (0.15 g, 2.0 mmol) was suspended in ethanol (10 mL) and heated at 50° C. for 20 minutes. The solution was cooled to room temperature and 5-hydroxyindole (0.27 mg, 2.0 mmol) was added. The solution was stirred under an atmosphere of N2 at room temperature overnight. The solution was evaporated to give the title compound (441 mg) that was used in the next step without further purification. MS m/z 221 [M+H]+. Reactants: COC1=CC=C2CCCC(C2=C1)=O (7-methoxy-1-tetralone), [Cl-].[Al+3].[Cl-].[Cl-] (aluminum chloride), Cl (hydrochloric acid). Run in C=1(C(=CC=CC1)C)C (xylene). The product is OC1=CC=C2CCCC(C2=C1)=O (7-hydroxy-1-tetralone). Isolated yield 79.1%. Reaction SMILES: C[O:2][C:3]1[CH:12]=[C:11]2[C:6]([CH2:7][CH2:8][CH2:9][C:10]2=[O:13])=[CH:5][CH:4]=1.[Cl-].[Al+3].[Cl-].[Cl-].Cl>C1(C)C(C)=CC=CC=1>[OH:2][C:3]1[CH:12]=[C:11]2[C:6]([CH2:7][CH2:8][CH2:9][C:10]2=[O:13])=[CH:5][CH:4]=1 |f:1.2.3.4|. Procedure details: In xylene (450 ml) was dissolved 7-methoxy-1-tetralone (50.0 g) under argon atmosphere. To the mixture was added aluminum chloride (75.7 g), and the mixture was refluxed for 4.5 hours. The mixture was cooled to room temperature. To the mixture was added 3N hydrochloric acid (500 ml), and the mixture was extracted with ethyl acetate. The organic layer was separated and concentrated under reduced pressure. The residue was separated and purified with column chromatography (ethyl acetate) to give 7-...